This data is from the Open Reaction Database (ORD), a public repository of structured organic reaction records. The task is: describe an organic reaction: reactants, conditions, products, and yield Reactants: Nc1ccncc1Br, C1CCOC1, C[Si](C)(C)[N-][Si](C)(C)C, COC(=O)Cl, [Li+]. Yields the product COC(=O)Nc1ccncc1Br. RXN SMILES: [Br:1][c:2]1[cH:3][n:4][cH:5][cH:6][c:7]1[NH2:8].[CH2:24]1[O:25][CH2:26][CH2:27][CH2:28]1.[CH3:10][Si:11]([N-:12][Si:13]([CH3:14])([CH3:15])[CH3:16])([CH3:17])[CH3:18].[Cl:19][C:20](=[O:21])[O:22][CH3:23].[Li+:9]>>[Br:1][c:2]1[cH:3][n:4][cH:5][cH:6][c:7]1[NH:8][C:20](=[O:21])[O:22][CH3:23]. RXN SMILES: [CH3:1][c:2]1[n:3][c:4]2[n:5]([c:6](=[O:11])[c:7]1[CH2:8][CH2:9][Cl:10])[cH:12][c:13]([Cl:16])[cH:14][cH:15]2.[CH3:30][c:31]1[cH:32][cH:33][cH:34][cH:35][cH:36]1.[c:17]1([CH3:29])[cH:18][c:19]([N:23]2[CH2:24][CH2:25][NH:26][CH2:27][CH2:28]2)[cH:20][cH:21][cH:22]1>>[CH3:1][c:2]1[n:3][c:4]2[n:5]([c:6](=[O:11])[c:7]1[CH2:8][CH2:9][N:26]1[CH2:25][CH2:24][N:23]([c:19]3[cH:18][c:17]([CH3:29])[cH:22][cH:21][cH:20]3)[CH2:28][CH2:27]1)[cH:12][c:13]([Cl:16])[cH:14][cH:15]2. Yields the product Cc1cccc(N2CCN(CCc3c(C)nc4ccc(Cl)cn4c3=O)CC2)c1. The reactants are Cc1nc2ccc(Cl)cn2c(=O)c1CCCl, Cc1ccccc1, Cc1cccc(N2CCNCC2)c1. Reactants: NC1=CC=C(C[C@H]2N([C@H](CC2)[C@@H](C2=CC=CC=C2)O)C(=O)OC(C)(C)C)C=C1 (tert-butyl (2S,5R)-2-(4-aminobenzyl)-5-[(R)-hydroxy(phenyl)methyl]pyrrolidine-1-carboxylate), N(=C=O)C1=CC(=CC=C1)OC (1-isocyanato-3-methoxybenzene), C(=O)(C(F)(F)F)O (TFA). Run in C(Cl)Cl (CH2Cl2). Run at time 2.5 hour. Product: O[C@@H]([C@H]1CC[C@H](N1)CC1=CC=C(C=C1)NC(=O)NC1=CC(=CC=C1)OC)C1=CC=CC=C1 (N-[4-({(2S,5R)-5-[(R)-hydroxy(phenyl)methyl]pyrrolidin-2-yl}methyl)phenyl]-N′-(3-methoxyphenyl)urea). RXN SMILES: [NH2:1][C:2]1[CH:28]=[CH:27][C:5]([CH2:6][C@@H:7]2[CH2:11][CH2:10][C@H:9]([C@H:12]([OH:19])[C:13]3[CH:18]=[CH:17][CH:16]=[CH:15][CH:14]=3)[N:8]2C(OC(C)(C)C)=O)=[CH:4][CH:3]=1.[N:29]([C:32]1[CH:37]=[CH:36][CH:35]=[C:34]([O:38][CH3:39])[CH:33]=1)=[C:30]=[O:31].C(O)(C(F)(F)F)=O>C(Cl)Cl>[OH:19][C@H:12]([C:13]1[CH:18]=[CH:17][CH:16]=[CH:15][CH:14]=1)[C@@H:9]1[NH:8][C@H:7]([CH2:6][C:5]2[CH:27]=[CH:28][C:2]([NH:1][C:30]([NH:29][C:32]3[CH:37]=[CH:36][CH:35]=[C:34]([O:38][CH3:39])[CH:33]=3)=[O:31])=[CH:3][CH:4]=2)[CH2:11][CH2:10]1. Reported procedure: To a solution of 30 mg (0.078 mmol) of tert-butyl (2S,5R)-2-(4-aminobenzyl)-5-[(R)-hydroxy(phenyl)methyl]pyrrolidine-1-carboxylate (i-13a) in CH2Cl2 (0.5 mL) was added 14 mg (0.094 mmol) of 1-isocyanato-3-methoxybenzene. The reaction mixture was stirred at ambient temperature for 2.5 h. It was then added TFA (0.4 mL) and was stirred at ambient temperature for another 3 h. After removal of the volatiles, it was purified by reverse-phase HPLC (TMC Pro-Pac C18; 10-80% 0.1% trifluoroacetic acid in a...